From a dataset of the Open Reaction Database (ORD), a public repository of structured organic reaction records. describe an organic reaction: reactants, conditions, products, and yield The reactants are C1(=CC=C(C=C1)CC#N)CC#N (1,4-phenylenediacetonitrile), [H][H] (hydrogen). Reagents/catalysts: [Pt]=O (platinum oxide). The solvent is C(C)(=O)O (acetic acid). Product: NCCC1=CC=C(C=C1)CCN (2-[4-(2-Aminoethyl)phenyl]ethylamine), NCCC1CCC(CC1)CCN (2-[4-(2-aminoethyl)cyclohexyl]ethylamine). Isolated yield 339.5%. As a reaction SMILES: [C:1]1([CH2:10][C:11]#[N:12])[CH:6]=[CH:5][C:4]([CH2:7][C:8]#[N:9])=[CH:3][CH:2]=1.[H][H]>[Pt]=O.C(O)(=O)C>[NH2:9][CH2:8][CH2:7][C:4]1[CH:5]=[CH:6][C:1]([CH2:10][CH2:11][NH2:12])=[CH:2][CH:3]=1.[NH2:9][CH2:8][CH2:7][CH:4]1[CH2:5][CH2:6][CH:1]([CH2:10][CH2:11][NH2:12])[CH2:2][CH2:3]1. Reported procedure: Into a 250 mL reduction vessel were placed 1,4-phenylenediacetonitrile (2 g, 12.8 mmol), acetic acid (95 mL), and platinum oxide (0.25 g) and the mixture was heated at 60° C. under 60 psi (413.7 kPa) of hydrogen gas for 6 hours. The reaction was cooled to room temperature and filtered through a Celite® cake and the filtrate was concentrated under reduced vacuum to give the intermediate title compound, 2-[4-(2-aminoethyl)cyclohexyl]ethylamine, (3.7 g, 100%) as an oil. Electron spray M.S. 171 (M*+... The reactants are N#Cc1ccccc1Cl, [Na+], [Na+], O=C([O-])[O-], O, Cc1ccc(B(O)O)cc1, Cc1ccccc1C. Reaction SMILES: [Cl:1][c:2]1[c:3]([C:4]#[N:5])[cH:6][cH:7][cH:8][cH:9]1.[Na+:20].[Na+:21].[O-:22][C:23](=[O:24])[O-:25].[OH2:34].[c:10]1([CH3:19])[cH:11][cH:12][c:13]([B:16]([OH:17])[OH:18])[cH:14][cH:15]1.[c:26]1([CH3:27])[c:28]([CH3:29])[cH:30][cH:31][cH:32][cH:33]1>>[c:2]1(-[c:13]2[cH:12][cH:11][c:10]([CH3:19])[cH:15][cH:14]2)[c:3]([C:4]#[N:5])[cH:6][cH:7][cH:8][cH:9]1. Product: Cc1ccc(-c2ccccc2C#N)cc1. Run in [Cl-].[Na+].O (brine), CC#N (CH3CN), CC#N (CH3CN). Product: C(CCC)OC1=CN=C(O1)C(=O)OCC (Ethyl 5-butoxy-1,3-oxazole-2-carboxylate). Reactants: C(C)OC(C(=O)NCC(=O)OCCCC)=O (butyl N-[ethoxy(oxo)acetyl]glycinate), C(Cl)(Cl)Cl (CHCl3), O=P12OP3(=O)OP(=O)(O1)OP(=O)(O2)O3 (P2O5), CCOC(=O)C (EtOAc). Conditions: temperature 50 celsius. Procedure: A suspension of P2O5 (22 g, 155.6 mmol) in CH3CN (50 mL) under nitrogen was warmed to 50° C. and treated with butyl N-[ethoxy(oxo)acetyl]glycinate (6 g, 25.9 mmol) dissolved in 10 mL CH3CN. The mixture was heated to 65° C. for 1.5 hours, then cooled in an ice bath. Ice and brine were added to the reaction mixture, then EtOAc was added and the mixture transferred to a separatory funnel. CHCl3 was added to dissolve solids and the organic layer was isolated. The aqueous layer was washed repeatedly ... Reaction SMILES: O=P12OP3(OP(OP(O3)(O1)=O)(=O)O2)=O.[CH2:15]([O:17][C:18](=[O:30])[C:19]([NH:21][CH2:22][C:23]([O:25][CH2:26][CH2:27][CH2:28][CH3:29])=[O:24])=O)[CH3:16].CCOC(C)=O.C(Cl)(Cl)Cl>CC#N.[Cl-].[Na+].O>[CH2:26]([O:25][C:23]1[O:24][C:19]([C:18]([O:17][CH2:15][CH3:16])=[O:30])=[N:21][CH:22]=1)[CH2:27][CH2:28][CH3:29] |f:5.6.7|. Starting materials: C(C)(C)(C)OC(=O)N1CCC(CC1)N1N=CC(=C1)NC1=NN2C(C(=CC=C2)C2=CC=C(C=C2)S(=O)(=O)C)=N1 (4-{4-[8-(4-Methanesulfonyl-phenyl)-[1,2,4]triazolo[1,5-a]pyridin-2-ylamino]-pyrazol-1-yl}-piperidin-1-carboxylic acid tert-butyl ester), FC(C(=O)O)(F)F (trifluoroacetic acid). Solvent: ClCCl (dichloromethane). Reaction conditions: time 1 hour. Yields the product CS(=O)(=O)C1=CC=C(C=C1)C=1C=2N(C=CC1)N=C(N2)NC=2C=NN(C2)C2CCNCC2 ([8-(4-Methanesulfonyl-phenyl)-[1,2,4]triazolo[1,5-a]pyridin-2-yl]-(1-piperidin-4-yl-1H-pyrazol-4-yl)-amine), solid. The yield is 71.0%. RXN SMILES: C(OC([N:8]1[CH2:13][CH2:12][CH:11]([N:14]2[CH:18]=[C:17]([NH:19][C:20]3[N:38]=[C:23]4[C:24]([C:28]5[CH:33]=[CH:32][C:31]([S:34]([CH3:37])(=[O:36])=[O:35])=[CH:30][CH:29]=5)=[CH:25][CH:26]=[CH:27][N:22]4[N:21]=3)[CH:16]=[N:15]2)[CH2:10][CH2:9]1)=O)(C)(C)C.FC(F)(F)C(O)=O>ClCCl>[CH3:37][S:34]([C:31]1[CH:30]=[CH:29][C:28]([C:24]2[C:23]3[N:22]([N:21]=[C:20]([NH:19][C:17]4[CH:16]=[N:15][N:14]([CH:11]5[CH2:12][CH2:13][NH:8][CH2:9][CH2:10]5)[CH:18]=4)[N:38]=3)[CH:27]=[CH:26][CH:25]=2)=[CH:33][CH:32]=1)(=[O:36])=[O:35]. Procedure: To a well stirred solution of 4-{4-[8-(4-Methanesulfonyl-phenyl)-[1,2,4]triazolo[1,5-a]pyridin-2-ylamino]-pyrazol-1-yl}-piperidin-1-carboxylic acid tert-butyl ester (100 mg, 0.186 mmol) in dichloromethane (5 mL) was added trifluoroacetic acid (0.65 mL, 8.77 mmol) dropwise at room temperature. After 1 h, the reaction mixture was evaporated in vacuo and partitioned between dichloromethane and saturated aqueous sodium bicarbonate solution. The organic layer was separated and the aqueous layer was e... The solvent is N1=CC=CC=C1 (pyridine). Reaction SMILES: [OH:1][C@H:2]([C:8]1[S:9][C:10]2[CH:16]=[C:15]([N:17]3[CH2:21][C@H:20]([CH2:22][O:23][CH3:24])[O:19][C:18]3=[O:25])[CH:14]=[CH:13][C:11]=2[N:12]=1)[CH2:3][CH2:4][C:5](=O)[NH2:6].O1CCOCC1.FC(F)(F)C(OC(=O)C(F)(F)F)=O.C(=O)([O-])O.[Na+]>N1C=CC=CC=1>[OH:1][C@H:2]([C:8]1[S:9][C:10]2[CH:16]=[C:15]([N:17]3[CH2:21][C@H:20]([CH2:22][O:23][CH3:24])[O:19][C:18]3=[O:25])[CH:14]=[CH:13][C:11]=2[N:12]=1)[CH2:3][CH2:4][C:5]#[N:6] |f:3.4|. Conditions: time 2 hour. Reactants: C(O)([O-])=O.[Na+] (sodium hydrogencarbonate), O[C@@H](CCC(N)=O)C=1SC2=C(N1)C=CC(=C2)N2C(O[C@H](C2)COC)=O (3-[2-(1(S)-hydroxy-3-carbamoylpropyl)benzothiazol-6-yl]-5(R)-methoxymethyl-2-oxazolidinone), O1CCOCC1 (1,4-dioxane), FC(C(=O)OC(C(F)(F)F)=O)(F)F (trifluoroacetic anhydride). Isolated yield 84.1%. Product: O[C@@H](CCC#N)C=1SC2=C(N1)C=CC(=C2)N2C(O[C@H](C2)COC)=O (3[2-(1(S)-Hydroxy-3-cyanopropyl)benzothiazol-6-yl]-5(R)-methoxymethyl-2-oxazolidinone). Procedure: 2.0 g of 3-[2-(1(S)-hydroxy-3-carbamoylpropyl)benzothiazol-6-yl]-5(R)-methoxymethyl-2-oxazolidinone was suspended in a liquid mixture of 20 ml of 1,4-dioxane and 3.6 ml of pyridine. 2.0 ml of trifluoroacetic anhydride was added dropwise thereto under cooling with ice for 20 min. The resulting mixture was stirred at room temperature for 2 h and the reaction liquid was added to a saturated aqueous sodium hydrogencarbonate solution. After extraction with ethyl acetate, the organic layer was washed ... The reactants are mixture, FC(C(=O)O)(F)F.ClCCl (trifluoroacetic acid dichloromethane), C(CCC)NC([C@@H](C[C@@H]([C@H](C[C@H](CC1=CC(=C(C=C1)OC)OCC#N)C(C)C)NC(=O)OC(C)(C)C)O)C)=O (N-tert-butoxycarbonyl-2(R)-methyl-4(S)-hydroxy-5(S)-amino-7(S)-isopropyl-8-(3-cyanomethoxy-4-methoxy-phenyl)-octanoic acid (N-butyl)-amide). Product: C(CCC)NC([C@@H](C[C@@H]([C@H](C[C@H](CC1=CC(=C(C=C1)OC)OCC#N)C(C)C)N)O)C)=O (2(R)-Methyl-4(S)-hydroxy-5(S)-amino-7(S)-isopropyl-8-(3-cyanomethoxy-4-methoxy-phenyl)-octanoic acid (N-butyl)amide). Procedure details: 1.5 ml of a mixture of trifluoroacetic acid/dichloromethane=1:3 are added at 0° C., with stirring, to a solution of 35 mg of N-tert-butoxycarbonyl-2(R)-methyl-4(S)-hydroxy-5(S)-amino-7(S)-isopropyl-8-(3-cyanomethoxy-4-methoxy-phenyl)-octanoic acid (N-butyl)-amide in 1 ml of dichloromethane, and the mixture is stirred for a further 3 hours at 0° C. and then concentrated by evaporation. The residue is purified by FC (5 g of silica gel, dichloromethane/methanol=9:1). This yields the title compound:... Conditions: temperature 0 celsius, time 3 hour. The solvent is ClCCl (dichloromethane). RXN SMILES: FC(F)(F)C(O)=O.ClCCl.[CH2:11]([NH:15][C:16](=[O:49])[C@H:17]([CH3:48])[CH2:18][C@H:19]([OH:47])[C@@H:20]([NH:39]C(OC(C)(C)C)=O)[CH2:21][C@@H:22]([CH:36]([CH3:38])[CH3:37])[CH2:23][C:24]1[CH:29]=[CH:28][C:27]([O:30][CH3:31])=[C:26]([O:32][CH2:33][C:34]#[N:35])[CH:25]=1)[CH2:12][CH2:13][CH3:14]>ClCCl>[CH2:11]([NH:15][C:16](=[O:49])[C@H:17]([CH3:48])[CH2:18][C@H:19]([OH:47])[C@@H:20]([NH2:39])[CH2:21][C@@H:22]([CH:36]([CH3:37])[CH3:38])[CH2:23][C:24]1[CH:29]=[CH:28][C:27]([O:30][CH3:31])=[C:26]([O:32][CH2:33][C:34]#[N:35])[CH:25]=1)[CH2:12][CH2:13][CH3:14] |f:0.1|. The reactants are ice water, mixture, FC=1C=C(C=CC1)C=CC#N (3-(3-fluorophenyl)-2-propenenitrile), FC=1C=C(C=CC1)C=CC#N (3-(3-fluorophenyl)-2-propenenitrile), ( 7/3 ), S(=O)(=O)(C1=CC=C(C)C=C1)C[N+]#[C-] (tosylmethyl isocyanide), O1CCCC1 (tetrahydrofuran), [H-].[Na+] (sodium hydride), O1CCCC1 (tetrahydrofuran). Run in C(Cl)(Cl)Cl (chloroform). Run at temperature 25 celsius, time 1 hour. Yields the product FC=1C=C(C=CC1)C=1C(=CNC1)C#N (4-(3-fluorophenyl)-1H-pyrrole-3-carbonitrile). Reaction SMILES: [H-].[Na+].[F:3][C:4]1[CH:5]=[C:6]([CH:10]=[CH:11][C:12]#[N:13])[CH:7]=[CH:8][CH:9]=1.S([CH2:24][N+:25]#[C-])(C1C=CC(C)=CC=1)(=O)=O.O1CCC[CH2:28]1>C(Cl)(Cl)Cl>[F:3][C:4]1[CH:5]=[C:6]([C:10]2[C:11]([C:24]#[N:25])=[CH:12][NH:13][CH:28]=2)[CH:7]=[CH:8][CH:9]=1 |f:0.1|. Procedure: To a suspension of 19.8 g (494 mmol) of sodium hydride at 60% in oil in 350 ml of anhydrous tetrahydrofuran is added dropwise a mixture of 48.5 g (330 mmol) of the mixture of (Z) and (E) 3-(3-fluorophenyl)-2-propenenitrile in a ratio of (7/3) and 64.4 g (330 mmol) of tosylmethyl isocyanide (CAS 36635-61-7) dissolved in 250 ml of tetrahydrofuran, while maintaining the temperature of the reaction medium at about 25° C. The mixture is then stirred for 1 hour at room temperature and is then poured i...